describe an organic reaction: reactants, conditions, products, and yield From a dataset of the Open Reaction Database (ORD), a public repository of structured organic reaction records. Reactants: O=[N+]([O-])c1cccc(CBr)c1F, C1COCCN1, Cc1ccccc1. The product is O=[N+]([O-])c1cccc(CN2CCOCC2)c1F. RXN SMILES: [Br:1][CH2:2][c:3]1[c:4]([F:12])[c:5]([N+:9](=[O:10])[O-:11])[cH:6][cH:7][cH:8]1.[CH2:13]1[CH2:14][O:15][CH2:16][CH2:17][NH:18]1.[CH3:19][c:20]1[cH:21][cH:22][cH:23][cH:24][cH:25]1>>[CH2:2]([c:3]1[c:4]([F:12])[c:5]([N+:9](=[O:10])[O-:11])[cH:6][cH:7][cH:8]1)[N:18]1[CH2:13][CH2:14][O:15][CH2:16][CH2:17]1. Starting materials: FC1=C(C(=CC=C1)[N+](=O)[O-])OS(=O)(=O)C(F)(F)F (trifluoromethanesulfonic acid 2-fluoro-6-nitrophenyl ester), CC1(OB(OC1(C)C)C1=CC(CC(C1)(C)C)(C)C)C (4,4,5,5-tetramethyl-2-(3,3,5,5-tetramethylcyclohex-1-enyl)[1,3,2]dioxaborolane), C1(=CC=CC=C1)C (toluene), C([O-])([O-])=O.[Na+].[Na+] (sodium carbonate). Reagents/catalysts: C=1C=CC(=CC1)[P](C=2C=CC=CC2)(C=3C=CC=CC3)[Pd]([P](C=4C=CC=CC4)(C=5C=CC=CC5)C=6C=CC=CC6)([P](C=7C=CC=CC7)(C=8C=CC=CC8)C=9C=CC=CC9)[P](C=1C=CC=CC1)(C=1C=CC=CC1)C=1C=CC=CC1 (tetrakis(triphenylphosphine)palladium(0)). The solvent is C(C)O (ethanol), O (water), C(C)(=O)OCC (Ethyl acetate), O (water), C(C)(=O)OCC (ethyl acetate). Reaction conditions: temperature 100 celsius, time 2 hour. Product: FC1=C(C(=CC=C1)[N+](=O)[O-])C1=CC(CC(C1)(C)C)(C)C (1-Fluoro-3-nitro-2-(3,3,5,5-tetramethylcyclohex-1-enyl)benzene). Yield: 81.1%. RXN SMILES: [F:1][C:2]1[CH:7]=[CH:6][CH:5]=[C:4]([N+:8]([O-:10])=[O:9])[C:3]=1OS(C(F)(F)F)(=O)=O.CC1(C)C(C)(C)OB([C:27]2[CH2:32][C:31]([CH3:34])([CH3:33])[CH2:30][C:29]([CH3:36])([CH3:35])[CH:28]=2)O1.C1(C)C=CC=CC=1.C(=O)([O-])[O-].[Na+].[Na+]>C1C=CC([P]([Pd]([P](C2C=CC=CC=2)(C2C=CC=CC=2)C2C=CC=CC=2)([P](C2C=CC=CC=2)(C2C=CC=CC=2)C2C=CC=CC=2)[P](C2C=CC=CC=2)(C2C=CC=CC=2)C2C=CC=CC=2)(C2C=CC=CC=2)C2C=CC=CC=2)=CC=1.C(OCC)(=O)C.O.C(O)C>[F:1][C:2]1[CH:7]=[CH:6][CH:5]=[C:4]([N+:8]([O-:10])=[O:9])[C:3]=1[C:27]1[CH2:32][C:31]([CH3:34])([CH3:33])[CH2:30][C:29]([CH3:36])([CH3:35])[CH:28]=1 |f:3.4.5,^1:54,56,75,94|. Procedure details: To a mixture of trifluoromethanesulfonic acid 2-fluoro-6-nitrophenyl ester (2.89 g, 10 mmol) produced in Example (97a), 4,4,5,5-tetramethyl-2-(3,3,5,5-tetramethylcyclohex-1-enyl)[1,3,2]dioxaborolane (3.17 g, 12 mmol) produced in Example (4b), toluene (30 mL) and ethanol (15 mL) were added sodium carbonate (1.6 g, 15.1 mmol), purified water (0.9 mL) and tetrakis(triphenylphosphine)palladium(0) (1 15 g, 1 mmol), followed by stirring for 2 hours at an external temperature of 100° C. under a nitroge... The reactants are C(=O)C=1SC=CN1 (2-formylthiazole), C(C)(=O)O[BH-](OC(C)=O)OC(C)=O.[Na+] (sodium triacetoxyborohydride), C(C)(=O)O (acetic acid), C(CCC)OCCOC1=CC=C(C=C1)C=1C=CC2=C(C=C(CCN2)C(=O)NC2=CC=C(C=C2)[C@@H](C2=[N+](C=CC=C2)[O-])O)C1 (7-[4-(2-butoxyethoxy)phenyl]-N-[4-[(S)-hydroxy(1-oxidopyridin-2-yl)methyl]phenyl]-2,3-dihydro-1H-1-benzazepine-4-carboxamide), C(=O)C=1SC=CN1 (2-formylthiazole), C(C)(=O)O[BH-](OC(C)=O)OC(C)=O.[Na+] (sodium triacetoxyborohydride). Solvent: O (water), ClCCCl (1,2-dichloroethane). Run at time 4 day. Yields the product C(CCC)OCCOC1=CC=C(C=C1)C=1C=CC2=C(C=C(CCN2CC=2SC=CN2)C(=O)NC2=CC=C(C=C2)[C@@H](C2=[N+](C=CC=C2)[O-])O)C1 (7-[4-(2-butoxyethoxy)phenyl]-N-[4-[(S)-hydroxy(1-oxidopyridin-2-yl)methyl]phenyl]-1-(thiazol-2-ylmethyl)-2,3-dihydro-1H-1-benzazepine-4-carboxamide). Isolated yield 48.6%. Reaction SMILES: [CH2:1]([O:5][CH2:6][CH2:7][O:8][C:9]1[CH:14]=[CH:13][C:12]([C:15]2[CH:16]=[CH:17][C:18]3[NH:24][CH2:23][CH2:22][C:21]([C:25]([NH:27][C:28]4[CH:33]=[CH:32][C:31]([C@H:34]([OH:42])[C:35]5[CH:40]=[CH:39][CH:38]=[CH:37][N+:36]=5[O-:41])=[CH:30][CH:29]=4)=[O:26])=[CH:20][C:19]=3[CH:43]=2)=[CH:11][CH:10]=1)[CH2:2][CH2:3][CH3:4].[CH:44]([C:46]1[S:47][CH:48]=[CH:49][N:50]=1)=O.C(O[BH-](OC(=O)C)OC(=O)C)(=O)C.[Na+].C(O)(=O)C>ClCCCl.O>[CH2:1]([O:5][CH2:6][CH2:7][O:8][C:9]1[CH:10]=[CH:11][C:12]([C:15]2[CH:16]=[CH:17][C:18]3[N:24]([CH2:44][C:46]4[S:47][CH:48]=[CH:49][N:50]=4)[CH2:23][CH2:22][C:21]([C:25]([NH:27][C:28]4[CH:29]=[CH:30][C:31]([C@H:34]([OH:42])[C:35]5[CH:40]=[CH:39][CH:38]=[CH:37][N+:36]=5[O-:41])=[CH:32][CH:33]=4)=[O:26])=[CH:20][C:19]=3[CH:43]=2)=[CH:13][CH:14]=1)[CH2:2][CH2:3][CH3:4] |f:2.3|. Procedure: To a solution of 7-[4-(2-butoxyethoxy)phenyl]-N-[4-[(S)-hydroxy(1-oxidopyridin-2-yl)methyl]phenyl]-2,3-dihydro-1H-1-benzazepine-4-carboxamide (200 mg) and 2-formylthiazole (0.24 g) in 1,2-dichloroethane (10 ml) was added sodium triacetoxyborohydride (0.22 g) at room temperature and the mixture was stirred for 4 days. To the reaction solution were added 2-formylthiazole (0.24 g), sodium triacetoxyborohydride (0.22 g) and acetic acid (1 droplet), and the mixture was further stirred for 24 hours. T... The reactants are C(=O)(O)[O-].[Na+] (NaHCO3), solution, CCOC(=O)/N=N/C(=O)OCC (diethylazodicarboxylate), C1(=CC=CC=C1)C (toluene), C(C1=CC=CC=C1)(C1=CC=CC=C1)(C1=CC=CC=C1)N[C@@H]([C@H](O)C)C(=O)OC (methyl N-trityl-L-threoninate), C(C1=CC=CC=C1)(=O)O (benzoic acid), C1(=CC=CC=C1)P(C1=CC=CC=C1)C1=CC=CC=C1 (triphenylphosphine). Run in C(C)(=O)OCC (ethyl acetate), hexanes, C1CCOC1 (THF), CCOCC (Et2O). Conditions: temperature 0 celsius. Product: CH2Cl2 hexanes, C(C1=CC=CC=C1)(=O)O[C@H]([C@H](NC(C1=CC=CC=C1)(C1=CC=CC=C1)C1=CC=CC=C1)C(=O)OC)C (methyl O-benzoyl-N-trityl-L-allothreoninate). The yield is 25.9%. Reaction SMILES: [C:1]([NH:20][C@H:21]([C:25]([O:27][CH3:28])=[O:26])[C@@H:22]([CH3:24])[OH:23])([C:14]1[CH:19]=[CH:18][CH:17]=[CH:16][CH:15]=1)([C:8]1[CH:13]=[CH:12][CH:11]=[CH:10][CH:9]=1)[C:2]1[CH:7]=[CH:6][CH:5]=[CH:4][CH:3]=1.[C:29](O)(=[O:36])[C:30]1[CH:35]=[CH:34][CH:33]=[CH:32][CH:31]=1.C1(P(C2C=CC=CC=2)C2C=CC=CC=2)C=CC=CC=1.CCOC(/N=N/C(OCC)=O)=O.C1(C)C=CC=CC=1.C([O-])(O)=O.[Na+]>CCOCC.C(OCC)(=O)C.C1COCC1>[C:29]([O:23][C@@H:22]([CH3:24])[C@@H:21]([C:25]([O:27][CH3:28])=[O:26])[NH:20][C:1]([C:8]1[CH:13]=[CH:12][CH:11]=[CH:10][CH:9]=1)([C:14]1[CH:15]=[CH:16][CH:17]=[CH:18][CH:19]=1)[C:2]1[CH:3]=[CH:4][CH:5]=[CH:6][CH:7]=1)(=[O:36])[C:30]1[CH:35]=[CH:34][CH:33]=[CH:32][CH:31]=1 |f:5.6|. Procedure details: A 500-mL, round-bottomed flask was charged with methyl N-trityl-L-threoninate (3.75 g, 10.0 mmol), benzoic acid (2.44 g, 20.0 mmol) and triphenylphosphine (5.24 g, 20.0 mmol). Anhydrous THF (50 mL) was added and the solution was cooled to 0° C. under N2 with stirring. A 40% solution of diethylazodicarboxylate in toluene (9.06 mL, 20.0 mmol) was added dropwise and the reaction mixture was allowed to warm to ambient temperature overnight. The reaction mixture was treated with 50 mL of ethyl acetat... Starting materials: C1CCOC1, Clc1ncc(Cl)c(Cl)n1, [K+], [K+], NC(=O)c1cc(N2CCCCC2)ccc1N, O=C([O-])[O-], O. Product: NC(=O)c1cc(N2CCCCC2)ccc1Nc1nc(Cl)ncc1Cl. Reaction SMILES: [CH2:33]1[O:34][CH2:35][CH2:36][CH2:37]1.[Cl:23][c:24]1[n:25][cH:26][c:27]([Cl:31])[c:28]([Cl:30])[n:29]1.[K+:17].[K+:18].[NH2:1][c:2]1[c:3]([C:4](=[O:5])[NH2:6])[cH:7][c:8]([N:11]2[CH2:12][CH2:13][CH2:14][CH2:15][CH2:16]2)[cH:9][cH:10]1.[O-:19][C:20]([O-:21])=[O:22].[OH2:32]>>[NH:1]([c:2]1[c:3]([C:4](=[O:5])[NH2:6])[cH:7][c:8]([N:11]2[CH2:12][CH2:13][CH2:14][CH2:15][CH2:16]2)[cH:9][cH:10]1)[c:28]1[c:27]([Cl:31])[cH:26][n:25][c:24]([Cl:23])[n:29]1. Reactants: O=C([O-])[O-], CC(C)(C)OC(=O)C(C)(C)Br, CN(C)C=O, [Cs+], [Cs+], CCCCCCC(=O)NCCc1ccc(N)cc1, O. The product is CCCCCCC(=O)NCCc1ccc(NC(C)(C)C(=O)OC(C)(C)C)cc1. RXN SMILES: [C:19](=[O:20])([O-:21])[O-:22].[C:25]([CH3:26])([CH3:27])([CH3:28])[O:29][C:30]([C:31]([CH3:32])([CH3:33])[Br:34])=[O:35].[CH3:36][N:37]([CH3:38])[CH:39]=[O:40].[Cs+:23].[Cs+:24].[NH2:1][c:2]1[cH:3][cH:4][c:5]([CH2:8][CH2:9][NH:10][C:11]([CH2:12][CH2:13][CH2:14][CH2:15][CH2:16][CH3:17])=[O:18])[cH:6][cH:7]1.[OH2:41]>>[NH:1]([c:2]1[cH:3][cH:4][c:5]([CH2:8][CH2:9][NH:10][C:11]([CH2:12][CH2:13][CH2:14][CH2:15][CH2:16][CH3:17])=[O:18])[cH:6][cH:7]1)[C:31]([C:30]([O:29][C:25]([CH3:26])([CH3:27])[CH3:28])=[O:35])([CH3:32])[CH3:33]. Reactants: C[O-].[Na+] (sodium methoxide), NC1=NC(=CC(=N1)Cl)CC#N (2-amino-4-chloro-6-pyrimidylacetonitrile), C(C)(=O)O (acetic acid). Procedure details: 2-amino-4-chloro-6-pyrimidylacetonitrile (31.6 g, 204.6 mmol) was dissolved in methanol (500 ml) and then sodium methoxide in methanol (46.8 ml, 204.6 mmol) was added at 25° C. The resultant dark solution was heated at reflux for 1 hour and after this time TLC indicated complete reaction. The reaction was cooled and acidified to pH 6 with acetic acid and the mixture was filtered. The filtrated was concentrated and the residue was taken up in ethyl acetate and washed with water and brine and drie... Run in CO (methanol), CO (methanol). As a reaction SMILES: [NH2:1][C:2]1[N:7]=[C:6](Cl)[CH:5]=[C:4]([CH2:9][C:10]#[N:11])[N:3]=1.C[O-].[Na+].[C:15](O)(=[O:17])C>CO>[NH2:1][C:2]1[N:7]=[C:6]([O:17][CH3:15])[CH:5]=[C:4]([CH2:9][C:10]#[N:11])[N:3]=1 |f:1.2|. The product is NC1=NC(=CC(=N1)OC)CC#N (2-amino-4-methoxy-6-pyrimidylacetonitrile).